Dataset: the Open Reaction Database (ORD), a public repository of structured organic reaction records. Task: describe an organic reaction: reactants, conditions, products, and yield Reactants: C(C)(C)C=1C=C(C=O)C=CC1OC (3-Isopropyl-4-methoxybenzaldehyde), CC1=C2CC(NC2=CC=C1Cl)=O (4-methyl-5-chloro-2-oxindole). Procedure: 3-Isopropyl-4-methoxybenzaldehyde was condensed with 4-methyl-5-chloro-2-oxindole to give 0.3 g of 5-chloro-3-(3-isopropyl-4-methoxybenzylidene)-4-methyl-1,3-dihydroindol-2-one as a yellow-orange solid. As a reaction SMILES: [CH:1]([C:4]1[CH:5]=[C:6]([CH:9]=[CH:10][C:11]=1[O:12][CH3:13])[CH:7]=O)([CH3:3])[CH3:2].[CH3:14][C:15]1[C:23]([Cl:24])=[CH:22][CH:21]=[C:20]2[C:16]=1[CH2:17][C:18](=[O:25])[NH:19]2>>[Cl:24][C:23]1[C:15]([CH3:14])=[C:16]2[C:20](=[CH:21][CH:22]=1)[NH:19][C:18](=[O:25])[C:17]2=[CH:7][C:6]1[CH:9]=[CH:10][C:11]([O:12][CH3:13])=[C:4]([CH:1]([CH3:3])[CH3:2])[CH:5]=1. Product: ClC=1C(=C2C(C(NC2=CC1)=O)=CC1=CC(=C(C=C1)OC)C(C)C)C (5-chloro-3-(3-isopropyl-4-methoxybenzylidene)-4-methyl-1,3-dihydroindol-2-one). The reactants are Cc1ccccc1, CC(C)NCCCN, O=Cc1ccc(Cl)c(C(=O)NCC23CC4CC(CC(C4)C2)C3)c1, Cc1ccc(S(=O)(=O)O)cc1. Product: CC(C)NCCCNCc1ccc(Cl)c(C(=O)NCC23CC4CC(CC(C4)C2)C3)c1. As a reaction SMILES: [CH3:43][c:44]1[cH:45][cH:46][cH:47][cH:48][cH:49]1.[CH:24]([CH3:25])([CH3:26])[NH:27][CH2:28][CH2:29][CH2:30][NH2:31].[Cl:1][c:2]1[c:3]([C:4](=[O:5])[NH:6][CH2:7][C:8]23[CH2:9][CH:10]4[CH2:11][CH:12]([CH2:13][CH:14]([CH2:15]2)[CH2:16]4)[CH2:17]3)[cH:18][c:19]([CH:22]=[O:23])[cH:20][cH:21]1.[c:32]1([CH3:33])[cH:34][cH:35][c:36]([S:37]([OH:38])(=[O:39])=[O:40])[cH:41][cH:42]1>>[Cl:1][c:2]1[c:3]([C:4](=[O:5])[NH:6][CH2:7][C:8]23[CH2:9][CH:10]4[CH2:11][CH:12]([CH2:13][CH:14]([CH2:15]2)[CH2:16]4)[CH2:17]3)[cH:18][c:19]([CH2:22][NH:31][CH2:30][CH2:29][CH2:28][NH:27][CH:24]([CH3:25])[CH3:26])[cH:20][cH:21]1. Starting materials: CC(C)(C)OC(=O)N1CCCC1COc1ccc(Cc2ccc(I)cc2)cc1, c1cscn1. Yields the product CC(C)(C)OC(=O)N1CCCC1COc1ccc(Cc2ccc(-c3nccs3)cc2)cc1. Reaction SMILES: [C:6]([CH3:7])([CH3:8])([CH3:9])[O:10][C:11](=[O:12])[N:13]1[CH:14]([CH2:18][O:19][c:20]2[cH:21][cH:22][c:23]([CH2:26][c:27]3[cH:28][cH:29][c:30]([I:33])[cH:31][cH:32]3)[cH:24][cH:25]2)[CH2:15][CH2:16][CH2:17]1.[cH:1]1[cH:2][s:3][cH:4][n:5]1>>[cH:1]1[cH:2][s:3][c:4](-[c:30]2[cH:29][cH:28][c:27]([CH2:26][c:23]3[cH:22][cH:21][c:20]([O:19][CH2:18][CH:14]4[N:13]([C:11]([O:10][C:6]([CH3:7])([CH3:8])[CH3:9])=[O:12])[CH2:17][CH2:16][CH2:15]4)[cH:25][cH:24]3)[cH:32][cH:31]2)[n:5]1. The reactants are CN(C)C(=S)Cl, COC(=O)c1cc2cc(O)ccc2o1, [H-], [Na+], CN(C)C=O. The product is COC(=O)c1cc2cc(OC(=S)N(C)C)ccc2o1. Reaction SMILES: [CH3:17][N:18]([C:19](=[S:20])[Cl:21])[CH3:22].[CH3:1][O:2][C:3](=[O:4])[c:5]1[o:6][c:7]2[c:8]([cH:9]1)[cH:10][c:11]([OH:14])[cH:12][cH:13]2.[H-:16].[Na+:15].[O:23]=[CH:24][N:25]([CH3:26])[CH3:27]>>[CH3:1][O:2][C:3](=[O:4])[c:5]1[o:6][c:7]2[c:8]([cH:9]1)[cH:10][c:11]([O:14][C:19]([N:18]([CH3:17])[CH3:22])=[S:20])[cH:12][cH:13]2. Reactants: C(C1=CC=CC=C1)OC1=CC(N(C=C1)C1=C(C=C(C#N)C=C1)F)=O (4-(4-(benzyloxy)-2-oxopyridin-1(2H)-yl)-3-fluorobenzonitrile), crude product. The reagents and catalysts are [Pd] (palladium on carbon). Run in CO (Methanol). Reaction conditions: time 6 hour. Product: FC=1C=C(C#N)C=CC1N1C(C=C(C=C1)O)=O (3-fluoro-4-(4-hydroxy-2-oxopyridin-1(2H)-yl)benzonitrile). As a reaction SMILES: C([O:8][C:9]1[CH:14]=[CH:13][N:12]([C:15]2[CH:22]=[CH:21][C:18]([C:19]#[N:20])=[CH:17][C:16]=2[F:23])[C:11](=[O:24])[CH:10]=1)C1C=CC=CC=1>[Pd].CO>[F:23][C:16]1[CH:17]=[C:18]([CH:21]=[CH:22][C:15]=1[N:12]1[CH:13]=[CH:14][C:9]([OH:8])=[CH:10][C:11]1=[O:24])[C:19]#[N:20]. Procedure: To 4-(4-(benzyloxy)-2-oxopyridin-1(2H)-yl)-3-fluorobenzonitrile (250 mg, 0.780 mmol) and 10% palladium on carbon (50 mg, 0.470 mmol) was applied vacuum then placed under an atmosphere of nitrogen. Methanol (5 mL)was added and vacuum applied briefly. The reaction was placed under an atmosphere of hydrogen for 6 hours. The reaction mixture was passed through a 10×10 mm CELITE® 545 filter aid plug eluting with an additional 10 mL each of MeOH and CH2Cl2. The filtrate was concentrated to 170 mg of a... The reactants are CO, [H][H], NNc1nnc(Cl)cc1N, [Na+], [OH-]. Product: NNc1nnccc1N. As a reaction SMILES: [CH3:15][OH:16].[H:13][H:14].[NH2:1][c:2]1[c:3]([NH:9][NH2:10])[n:4][n:5][c:6]([Cl:8])[cH:7]1.[Na+:12].[OH-:11]>>[NH2:1][c:2]1[c:3]([NH:9][NH2:10])[n:4][n:5][cH:6][cH:7]1. Reactants: O=C(Cl)c1ccccc1, CCOC(=O)C(N=C(c1ccccc1)c1cc(Cl)ccc1O)C(=O)OCC, c1ccncc1. The product is CCOC(=O)CC(=O)OCC. Reaction SMILES: [C:28]([Cl:29])(=[O:30])[c:31]1[cH:32][cH:33][cH:34][cH:35][cH:36]1.[CH2:1]([CH3:2])[O:3][C:4]([CH:5]([C:6](=[O:7])[O:8][CH2:9][CH3:10])[N:11]=[C:12]([c:13]1[cH:14][cH:15][cH:16][cH:17][cH:18]1)[c:19]1[cH:20][c:21]([Cl:22])[cH:23][cH:24][c:25]1[OH:26])=[O:27].[cH:37]1[cH:38][cH:39][n:40][cH:41][cH:42]1>>[CH2:1]([CH3:2])[O:3][C:4]([CH2:5][C:6](=[O:7])[O:8][CH2:9][CH3:10])=[O:27]. Reactants: ClC1=CC=C(C=C1)C=1NNCC1C1=CC=CC=C1 (3-(4-chlorophenyl)-4-phenylpyrazoline), ClC1=CC=C(OC2=CC=C(N)C=C2)C=C1 (4-(4-chlorophenoxy)aniline), ClC(Cl)(Cl)OC(=O)Cl (trichloromethylchloroformate). Reagents/catalysts: C(C)N(CC)CC (triethylamine). The solvent is C(C)OCC (diethyl ether), C(C)OCC (diethyl ether), C1(=CC=CC=C1)C (toluene), C1(=CC=CC=C1)C (toluene). Run at temperature 85 celsius, time 2 day. Product: ClC1=CC=C(C=C1)C=1NN(CC1C1=CC=CC=C1)C(=O)NC1=CC=C(C=C1)OC1=CC=C(C=C1)Cl (3-(4-chlorophenyl)-N-[4-(4-chlorophenoxy)phenyl]-4-phenylpyrazoline-1-carboxamide). Isolated yield 53.9%. As a reaction SMILES: [Cl:1][C:2]1[CH:15]=[CH:14][C:5]([O:6][C:7]2[CH:13]=[CH:12][C:10]([NH2:11])=[CH:9][CH:8]=2)=[CH:4][CH:3]=1.Cl[C:17]([O:20]C(Cl)=O)(Cl)Cl.[Cl:24][C:25]1[CH:30]=[CH:29][C:28]([C:31]2[NH:32][NH:33][CH2:34][C:35]=2[C:36]2[CH:41]=[CH:40][CH:39]=[CH:38][CH:37]=2)=[CH:27][CH:26]=1>C1(C)C=CC=CC=1.C(OCC)C.C(N(CC)CC)C>[Cl:24][C:25]1[CH:26]=[CH:27][C:28]([C:31]2[NH:32][N:33]([C:17]([NH:11][C:10]3[CH:12]=[CH:13][C:7]([O:6][C:5]4[CH:14]=[CH:15][C:2]([Cl:1])=[CH:3][CH:4]=4)=[CH:8][CH:9]=3)=[O:20])[CH2:34][C:35]=2[C:36]2[CH:37]=[CH:38][CH:39]=[CH:40][CH:41]=2)=[CH:29][CH:30]=1. Procedure: To a stirred solution of 0.75 g (0.0034 mole) 4-(4-chlorophenoxy)aniline in 25 mL of toluene was added dropwise a solution of 0.43 mL (0.0036 mole) trichloromethylchloroformate in 20 mL of toluene. After complete addition, the mixture was heated at 85° C. for three hours. This mixture was cooled to room temperature and the solvent evaporated under reduced pressure to leave a residue. The residue was dissolved in 25 mL of diethyl ether. This solution was added dropwise to a stirred slurry of 1.0 ... The reactants are O=C1CCN(CC1)C1=CC=C(C#N)C=C1 (4-(4-oxo-piperidin-1-yl)-benzonitrile), [BH4-].[Na+] (NaBH4). Reagents/catalysts: O (water). Solvent: CO (methanol). Conditions: time 3 hour. Yields the product OC1CCN(CC1)C1=CC=C(C#N)C=C1 (4-(4-hydroxy-piperidin-1-yl)-benzonitrile). Isolated yield 94.8%. RXN SMILES: [O:1]=[C:2]1[CH2:7][CH2:6][N:5]([C:8]2[CH:15]=[CH:14][C:11]([C:12]#[N:13])=[CH:10][CH:9]=2)[CH2:4][CH2:3]1.[BH4-].[Na+]>CO.O>[OH:1][CH:2]1[CH2:3][CH2:4][N:5]([C:8]2[CH:15]=[CH:14][C:11]([C:12]#[N:13])=[CH:10][CH:9]=2)[CH2:6][CH2:7]1 |f:1.2|. Procedure details: 240 mg (1.2 mmol) of 4-(4-oxo-piperidin-1-yl)-benzonitrile (reference example 116) was dissolved in 5 ml of methanol, 23 mg (0.6 mmol) of NaBH4 was added and stirred 3 h at room temperature. A few drops of water were added, methanol evaporated then 20 ml of water were added and extracted with DCM (3×), dried with Na2SO4, filtered and evaporated to give 230 mg (95% yield) of the title compound. 1H NMR (CDCl3): d 7.47 (d, 2H), 6.85 (d, 2H), 3.93 (bs, H), 3.70 (m, 2H), 3.11 (m, 2H), 1.95 (m, 2H), 1... Reactants: [Al+3], C1CCOC1, C#CCCCCC(=O)NCc1ccccc1, [H-], [H-], [H-], [H-], [Li+], [Na+], [OH-], O. Product: C#CCCCCCNCc1ccccc1. As a reaction SMILES: [Al+3:2].[CH2:26]1[O:27][CH2:28][CH2:29][CH2:30]1.[CH2:7]([c:8]1[cH:9][cH:10][cH:11][cH:12][cH:13]1)[NH:14][C:15]([CH2:16][CH2:17][CH2:18][CH2:19][C:20]#[CH:21])=[O:22].[H-:1].[H-:4].[H-:5].[H-:6].[Li+:3].[Na+:25].[OH-:24].[OH2:23]>>[CH2:7]([c:8]1[cH:9][cH:10][cH:11][cH:12][cH:13]1)[NH:14][CH2:15][CH2:16][CH2:17][CH2:18][CH2:19][C:20]#[CH:21].